From a dataset of the Open Reaction Database (ORD), a public repository of structured organic reaction records. describe an organic reaction: reactants, conditions, products, and yield The reactants are FC=1C=CC(=C(C1)CO)\C=C\C1=CC=C(C=C1)OC (E-{5-Fluoro-2-[2-(4-methoxyphenyl)vinyl]phenyl}methanol). The reagents and catalysts are [Pd] (palladium on carbon). Run in CO (methanol), C(C)O (ethanol). Conditions: time 1 hour. The product is FC=1C=CC(=C(C1)CO)CCC1=CC=C(C=C1)OC ({5-Fluoro-2-[2-(4-methoxyphenyl)ethyl]phenyl}methanol). The yield is 86.8%. RXN SMILES: [F:1][C:2]1[CH:3]=[CH:4][C:5](/[CH:10]=[CH:11]/[C:12]2[CH:17]=[CH:16][C:15]([O:18][CH3:19])=[CH:14][CH:13]=2)=[C:6]([CH2:8][OH:9])[CH:7]=1>[Pd].CO.C(O)C>[F:1][C:2]1[CH:3]=[CH:4][C:5]([CH2:10][CH2:11][C:12]2[CH:13]=[CH:14][C:15]([O:18][CH3:19])=[CH:16][CH:17]=2)=[C:6]([CH2:8][OH:9])[CH:7]=1. Procedure: A mixture of 6.8 g (26.33 mmol) of E-{5-fluoro-2-[2-(4-methoxyphenyl)vinyl]phenyl}methanol from Example 30A and 0.5 g of palladium on carbon (10%) in 50 ml of methanol and 250 ml of ethanol is hydrogenated under atmospheric pressure at room temperature for 1 hour. After reaction has stopped, the mixture is filtered through kieselguhr and the filtrate is then concentrated to dryness. The residue is purified by flash chromatography on silica gel (mobile phase: cyclohexane/ethyl acetate 10:1→4:1→1:...